From a dataset of the Open Reaction Database (ORD), a public repository of structured organic reaction records. describe an organic reaction: reactants, conditions, products, and yield Reactants: CC(Br)C(=O)OC(C)(C)C, O=C([O-])[O-], CC(C)=O, Cn1c(C(F)F)nn(-c2cc(O)c(Cl)cc2F)c1=O, [K+], [K+]. Product: CC(Oc1cc(-n2nc(C(F)F)n(C)c2=O)c(F)cc1Cl)C(=O)OC(C)(C)C. RXN SMILES: [Br:26][CH:27]([C:28](=[O:29])[O:30][C:31]([CH3:32])([CH3:33])[CH3:34])[CH3:35].[C:20](=[O:21])([O-:22])[O-:23].[CH3:36][C:37](=[O:38])[CH3:39].[Cl:1][c:2]1[cH:3][c:4]([F:19])[c:5](-[n:9]2[n:10][c:11]([CH:16]([F:17])[F:18])[n:12]([CH3:15])[c:13]2=[O:14])[cH:6][c:7]1[OH:8].[K+:24].[K+:25]>>[Cl:1][c:2]1[cH:3][c:4]([F:19])[c:5](-[n:9]2[n:10][c:11]([CH:16]([F:17])[F:18])[n:12]([CH3:15])[c:13]2=[O:14])[cH:6][c:7]1[O:8][CH:27]([C:28](=[O:29])[O:30][C:31]([CH3:32])([CH3:33])[CH3:34])[CH3:35]. Reactants: ClCCl, C=CCc1c(O)c(Cl)c(Cl)c2c1CC(C)(c1ccccc1)C2=O, O=C(OO)c1cccc(Cl)c1. The product is CC1(c2ccccc2)Cc2c3c(c(Cl)c(Cl)c2C1=O)OC(CO)C3. RXN SMILES: [CH2:35]([Cl:36])[Cl:37].[CH3:1][C:2]1([c:18]2[cH:19][cH:20][cH:21][cH:22][cH:23]2)[C:3](=[O:17])[c:4]2[c:5]([Cl:16])[c:6]([Cl:15])[c:7]([OH:14])[c:8]([CH2:11][CH:12]=[CH2:13])[c:9]2[CH2:10]1.[Cl:24][c:25]1[cH:26][cH:27][cH:28][c:29]([C:30]([O:31][OH:33])=[O:32])[cH:34]1>>[CH3:1][C:2]1([c:18]2[cH:19][cH:20][cH:21][cH:22][cH:23]2)[C:3](=[O:17])[c:4]2[c:5]([Cl:16])[c:6]([Cl:15])[c:7]3[c:8]([c:9]2[CH2:10]1)[CH2:11][CH:12]([CH2:13][OH:32])[O:14]3. The reactants are CC(C)(C)OC(=O)N1CC2CN(CCNS(=O)(=O)c3ccc(C#N)cc3)CC(C1)O2, Cl, C1COCCO1. Yields the product Cl, N#Cc1ccc(S(=O)(=O)NCCN2CC3CNCC(C2)O3)cc1. As a reaction SMILES: [C:1]([O:2][C:3](=[O:4])[N:8]1[CH2:9][CH:10]2[CH2:11][N:12]([CH2:17][CH2:18][NH:19][S:20](=[O:21])(=[O:22])[c:23]3[cH:24][cH:25][c:26]([C:29]#[N:30])[cH:27][cH:28]3)[CH2:13][CH:14]([CH2:15]1)[O:16]2)([CH3:5])([CH3:6])[CH3:7].[ClH:31].[O:32]1[CH2:33][CH2:34][O:35][CH2:36][CH2:37]1>>[ClH:31].[NH:8]1[CH2:9][CH:10]2[CH2:11][N:12]([CH2:17][CH2:18][NH:19][S:20](=[O:21])(=[O:22])[c:23]3[cH:24][cH:25][c:26]([C:29]#[N:30])[cH:27][cH:28]3)[CH2:13][CH:14]([CH2:15]1)[O:16]2. Starting materials: C(C)OC(=O)C=1SC2=C(C1Br)C=C(C=C2)NS(=O)(=O)C2=CC=C(C=C2)C(C)(C)C (3-Bromo-5-(4-tert-butylbenzene-sulfonylamino)-1-benzothiophene-2-carboxylic acid ethyl ester), C1(=CC=CC=C1)B(O)O (phenylboronic acid). The product is C(C)OC(=O)C=1SC2=C(C1C1=CC=CC=C1)C=C(C=C2)NS(=O)(=O)C2=CC=C(C=C2)C(C)(C)C (5-(4-tert-Butylbenzenesulfonylamino)-3-phenyl-1-benzothiophene-2-carboxylic acid-ethyl ester). The yield is 61.0%. Reaction SMILES: [CH2:1]([O:3][C:4]([C:6]1[S:7][C:8]2[CH:15]=[CH:14][C:13]([NH:16][S:17]([C:20]3[CH:25]=[CH:24][C:23]([C:26]([CH3:29])([CH3:28])[CH3:27])=[CH:22][CH:21]=3)(=[O:19])=[O:18])=[CH:12][C:9]=2[C:10]=1Br)=[O:5])[CH3:2].[C:30]1(B(O)O)[CH:35]=[CH:34][CH:33]=[CH:32][CH:31]=1>>[CH2:1]([O:3][C:4]([C:6]1[S:7][C:8]2[CH:15]=[CH:14][C:13]([NH:16][S:17]([C:20]3[CH:25]=[CH:24][C:23]([C:26]([CH3:29])([CH3:28])[CH3:27])=[CH:22][CH:21]=3)(=[O:19])=[O:18])=[CH:12][C:9]=2[C:10]=1[C:30]1[CH:35]=[CH:34][CH:33]=[CH:32][CH:31]=1)=[O:5])[CH3:2]. Procedure: According to Step 6, after reaction of 3-Bromo-5-(4-tert-butylbenzene-sulfonylamino)-1-benzothiophene-2-carboxylic acid ethyl ester (469 mg, 1.0 mmol) from Example 1c) with phenylboronic acid (176 mg, 1.44 mmol) followed by chromatographic purification (silica gel, hexane/ethyl acetate (0-100% ethyl acetate) and ethyl acetate/methanol (0-15%)), the desired compound is obtained at 61% yield (300 mg). Reactants: CC1CNc2cc(B3OC(C)(C)C(C)(C)O3)ccc2C(=O)N1, Nc1ncc(-c2ccc(S(=O)(=O)NC3CC3)cc2)cc1Br. Yields the product CC1CNc2cc(-c3cc(-c4ccc(S(=O)(=O)NC5CC5)cc4)cnc3N)ccc2C(=O)N1. Reaction SMILES: [CH3:1][CH:2]1[NH:3][C:4](=[O:22])[c:5]2[c:6]([cH:9][c:10]([B:13]3[O:14][C:15]([CH3:16])([CH3:17])[C:18]([CH3:19])([CH3:20])[O:21]3)[cH:11][cH:12]2)[NH:7][CH2:8]1.[NH2:23][c:24]1[c:25]([Br:43])[cH:26][c:27](-[c:30]2[cH:31][cH:32][c:33]([S:36](=[O:37])(=[O:38])[NH:39][CH:40]3[CH2:41][CH2:42]3)[cH:34][cH:35]2)[cH:28][n:29]1>>[CH3:1][CH:2]1[NH:3][C:4](=[O:22])[c:5]2[c:6]([cH:9][c:10](-[c:25]3[c:24]([NH2:23])[n:29][cH:28][c:27](-[c:30]4[cH:31][cH:32][c:33]([S:36](=[O:37])(=[O:38])[NH:39][CH:40]5[CH2:41][CH2:42]5)[cH:34][cH:35]4)[cH:26]3)[cH:11][cH:12]2)[NH:7][CH2:8]1. Reactants: CC1=NN=C(S1)N1C(N(CCC1O)C)=O (Tetrahydro-1-(5-methyl-1,3,4-thiadiazol-2-yl)-3-methyl-6-hydroxy-2(1H)-pyrimidinone), ClC(=O)OC (methyl chloroformate). The solvent is N1=CC=CC=C1 (pyridine), N1=CC=CC=C1 (pyridine). Conditions: time 15 minute. The product is CC1=NN=C(S1)N1C(N(CCC1OC(=O)OC)C)=O (tetrahydro-1-(5-methyl-1,3,4-thiadiazol-2-yl)-3-methyl-6-methoxycarbonyloxy-2(1H)-pyrimidinone). Reaction SMILES: [CH3:1][C:2]1[S:6][C:5]([N:7]2[CH:12]([OH:13])[CH2:11][CH2:10][N:9]([CH3:14])[C:8]2=[O:15])=[N:4][N:3]=1.Cl[C:17]([O:19][CH3:20])=[O:18]>N1C=CC=CC=1>[CH3:1][C:2]1[S:6][C:5]([N:7]2[CH:12]([O:13][C:17]([O:19][CH3:20])=[O:18])[CH2:11][CH2:10][N:9]([CH3:14])[C:8]2=[O:15])=[N:4][N:3]=1. Procedure: Tetrahydro-1-(5-methyl-1,3,4-thiadiazol-2-yl)-3-methyl-6-hydroxy-2(1H)-pyrimidinone (0.05 mole) dissolved in pyridine (80 ml) is charged into a glass reaction vessel equipped with a mechanical stirrer and thermometer. The solution is cooled to a temperature of about 10° C. and methyl chloroformate (0.06 mole) dissolved in pyridine (25 ml) is slowly added with stirring over a period of about 15 minutes. After the addition is completed, the reaction mixture is warmed to room temperature and is sti...